From a dataset of the Open Reaction Database (ORD), a public repository of structured organic reaction records. describe an organic reaction: reactants, conditions, products, and yield The reactants are CCOC(=O)c1cccnc1C, C1COCCO1, O=[Se]=O. The product is CCOC(=O)c1cccnc1C=O. Reaction SMILES: [CH3:1][c:2]1[c:3]([C:4](=[O:5])[O:6][CH2:7][CH3:8])[cH:9][cH:10][cH:11][n:12]1.[O:16]1[CH2:17][CH2:18][O:19][CH2:20][CH2:21]1.[Se:13](=[O:14])=[O:15]>>[CH:1]([c:2]1[c:3]([C:4](=[O:5])[O:6][CH2:7][CH3:8])[cH:9][cH:10][cH:11][n:12]1)=[O:14]. Reactants: C(C)(C)(C)OC(NCC(CC(C)C)CC(NCCC#N)=O)=O ({2-[(2-Cyano-ethylcarbamoyl)-methyl]-4-methyl-pentyl}-carbamic acid tert-butyl ester), C[O-].[K+] (Potassium methoxide), COC(C(CC(=O)OC(C)(C)C)CC(C)C)=O (2-Isobutyl-succinic acid-4-t-butyl ester-1-methyl ester), CCCCCCC.C(C)(=O)OCC (heptane ethyl acetate). Solvent: CO (methanol), CO (methanol). Conditions: time 10 minute. Product: C(C)(C)(C)OC(CC(C(=O)O)CC(C)C)=O (2-Isobutyl-succinic acid-4-t-butyl ester). Yield: 44.7%. RXN SMILES: CCCCCCC.C(OCC)(=O)C.C(OC(=O)NCC(CC(=O)NCCC#N)CC(C)C)(C)(C)C.C[O-].[K+].C[O:40][C:41](=[O:55])[CH:42]([CH2:51][CH:52]([CH3:54])[CH3:53])[CH2:43][C:44]([O:46][C:47]([CH3:50])([CH3:49])[CH3:48])=[O:45]>CO>[C:47]([O:46][C:44](=[O:45])[CH2:43][CH:42]([CH2:51][CH:52]([CH3:53])[CH3:54])[C:41]([OH:55])=[O:40])([CH3:50])([CH3:49])[CH3:48] |f:0.1,3.4|. Procedure details: Synthesis of Compound 1 n-Butyllithium (5.1 mL of a 2.5 M solution in hexanes, 12.75 mmol) was added dropwise to a stirring mixture of nitromethane (0.34 mL, 6.3 mmol) in THF (20 mL) and HMPA (2 mL) at −78° C. under argon. The mixture was allowed to warm to −60° C. and stirred for 1 hour. The mixture was cooled to −78° C. and 3 (0.79 g, 5.73 mmol) was added. The mixture was allowed to warm to −60° C. and stirred for a further 2 hours. The mixture was quenched by addition of saturated ammonium ch... Starting materials: CCCCCCCNCCc1csc(SC(C)(C)C(=O)OC(C)(C)C)n1, CCN=C=NCCCN(C)C, CN(C)C=O, O=C(O)c1cc2cc(Cl)ccc2[nH]1, O, Oc1cccc2[nH]nnc12. Product: CCCCCCCN(CCc1csc(SC(C)(C)C(=O)OC(C)(C)C)n1)C(=O)c1cc2cc(Cl)ccc2[nH]1. Reaction SMILES: [C:1]([CH3:2])([CH3:3])([CH3:4])[O:5][C:6]([C:7]([CH3:8])([CH3:9])[S:10][c:11]1[s:12][cH:13][c:14]([CH2:16][CH2:17][NH:18][CH2:19][CH2:20][CH2:21][CH2:22][CH2:23][CH2:24][CH3:25])[n:15]1)=[O:26].[CH3:40][N:41]([CH3:42])[CH2:43][CH2:44][CH2:45][N:46]=[C:47]=[N:48][CH2:49][CH3:50].[CH3:61][N:62]([CH3:63])[CH:64]=[O:65].[Cl:27][c:28]1[cH:29][c:30]2[cH:31][c:32]([C:37](=[O:38])[OH:39])[nH:33][c:34]2[cH:35][cH:36]1.[OH2:66].[OH:51][c:52]1[c:53]2[n:54][n:55][nH:56][c:57]2[cH:58][cH:59][cH:60]1>>[C:1]([CH3:2])([CH3:3])([CH3:4])[O:5][C:6]([C:7]([CH3:8])([CH3:9])[S:10][c:11]1[s:12][cH:13][c:14]([CH2:16][CH2:17][N:18]([CH2:19][CH2:20][CH2:21][CH2:22][CH2:23][CH2:24][CH3:25])[C:37]([c:32]2[cH:31][c:30]3[cH:29][c:28]([Cl:27])[cH:36][cH:35][c:34]3[nH:33]2)=[O:38])[n:15]1)=[O:26]. The reactants are C(C1=CC=CC=C1)(=O)N[C@@H]1[C@@H](CN(CC1)C)C1=CC2=C(C=C1)OCO2 (cis-4-benzoylamino-3-(3,4-methylenedioxyphenyl)-1-methylpiperidine). Run in P(=O)(Cl)(Cl)Cl (phosphorus oxychloride). Product: CN1C[C@H]2C3=C(C(=N[C@H]2CC1)C1=CC=CC=C1)C=C1C(=C3)OCO1 (cis-1,2,3,4,4a,10b-Hexahydro-2-methyl-8,9-methylenedioxy-6-phenyl-benzo[c][1,6]naphthyridine). Reaction SMILES: [C:1]([NH:9][C@H:10]1[CH2:15][CH2:14][N:13]([CH3:16])[CH2:12][C@H:11]1[C:17]1[CH:22]=[CH:21][C:20]2[O:23][CH2:24][O:25][C:19]=2[CH:18]=1)(=O)[C:2]1[CH:7]=[CH:6][CH:5]=[CH:4][CH:3]=1>P(Cl)(Cl)(Cl)=O>[CH3:16][N:13]1[CH2:14][CH2:15][C@H:10]2[C@H:11]([C:17]3[CH:18]=[C:19]4[O:25][CH2:24][O:23][C:20]4=[CH:21][C:22]=3[C:1]([C:2]3[CH:7]=[CH:6][CH:5]=[CH:4][CH:3]=3)=[N:9]2)[CH2:12]1. Procedure: 7.0 g of cis-4-benzoylamino-3-(3,4-methylenedioxyphenyl)-1-methylpiperidine are heated to 90° in 75 cc of phosphorus oxychloride for 20 hours. The reaction mixture is subsequently evaporated to dryness, the residue is dissolved in 50 cc of ice water and a saturated potassium carbonate solution is added until the mixture is strongly alkaline. The reaction mixture is extracted with chloroform, and the chloroform mixture is washed with water, dried over sodium sulphate, and the solvent is evaporate... Starting materials: FC=1C=C(C=CC1[N+](=O)[O-])O (3-Fluoro-4-nitro-phenol), CO (Methanol). Run in C1CCOC1 (THF), O([K])C (KOMe). The product is COC=1C=C(C=CC1[N+](=O)[O-])O (3-Methoxy-4-nitro-phenol). Reaction SMILES: F[C:2]1[CH:3]=[C:4]([OH:11])[CH:5]=[CH:6][C:7]=1[N+:8]([O-:10])=[O:9].[CH3:12][OH:13]>C1COCC1.O(C)[K]>[CH3:12][O:13][C:2]1[CH:3]=[C:4]([OH:11])[CH:5]=[CH:6][C:7]=1[N+:8]([O-:10])=[O:9]. Reported procedure: To a solution of 3-Fluoro-4-nitro-phenol (15.7 g, 100 mmol) in THF (300 mL), 30% KOMe in Methanol (49 mL, 210 mmol) is added at 0° C. The mixture is heated to gentle reflux for 18 hours. Starting materials: N1C=C(C2=CC=CC=C12)C(=O)O (Indole 3-carboxylic acid), O=S(Cl)Cl (SOCl2). Product: intermediate 9, N1C=C(C2=CC=CC=C12)C(=O)Cl (indole 3-carbonyl chloride). Reaction SMILES: [NH:1]1[C:9]2[C:4](=[CH:5][CH:6]=[CH:7][CH:8]=2)[C:3]([C:10]([OH:12])=O)=[CH:2]1.O=S(Cl)[Cl:15]>>[NH:1]1[C:9]2[C:4](=[CH:5][CH:6]=[CH:7][CH:8]=2)[C:3]([C:10]([Cl:15])=[O:12])=[CH:2]1. Reported procedure: Indole 3-carboxylic acid, (2.0 g) was dissolved in 5 ml of SOCl2. The mixture was heated to reflux for 30 minutes. Removal of excess of SOCl2 under vacuum provided intermediate 9, indole 3-carbonyl chloride, which was carried to the next step without further purification. The reactants are [BH3-]C#N, CC(=O)[O-], CO, Cl, [NH4+], [Na+], O=Cc1c(OCCO)cccc1OCCO. Yields the product Cl, NCc1c(OCCO)cccc1OCCO. RXN SMILES: [C:22](#[N:23])[BH3-:24].[CH3:18][C:19](=[O:20])[O-:21].[CH3:27][OH:28].[ClH:26].[NH4+:17].[Na+:25].[OH:1][CH2:2][CH2:3][O:4][c:5]1[c:6]([CH:7]=[O:8])[c:9]([O:13][CH2:14][CH2:15][OH:16])[cH:10][cH:11][cH:12]1>>[ClH:26].[OH:1][CH2:2][CH2:3][O:4][c:5]1[c:6]([CH2:7][NH2:23])[c:9]([O:13][CH2:14][CH2:15][OH:16])[cH:10][cH:11][cH:12]1. Starting materials: NC(=O)Cc1ccc(OCCNCc2ccccc2)cc1, O=C(CBr)c1ccc(OCc2ccccc2)c(OCc2ccccc2)c1, CCO, CCOCC, [Na+], [Na+], O=C([O-])[O-]. The product is NC(=O)Cc1ccc(OCCN(CC(=O)c2ccc(OCc3ccccc3)c(OCc3ccccc3)c2)Cc2ccccc2)cc1. As a reaction SMILES: [C:27]([NH2:28])(=[O:29])[CH2:30][c:31]1[cH:32][cH:33][c:34]([O:35][CH2:36][CH2:37][NH:38][CH2:39][c:40]2[cH:41][cH:42][cH:43][cH:44][cH:45]2)[cH:46][cH:47]1.[CH2:1]([c:2]1[cH:3][cH:4][cH:5][cH:6][cH:7]1)[O:8][c:9]1[cH:10][c:11]([C:12]([CH2:13][Br:14])=[O:15])[cH:16][cH:17][c:18]1[O:19][CH2:20][c:21]1[cH:22][cH:23][cH:24][cH:25][cH:26]1.[CH3:54][CH2:55][OH:56].[CH3:57][CH2:58][O:59][CH2:60][CH3:61].[Na+:48].[Na+:49].[O-:50][C:51](=[O:52])[O-:53]>>[CH2:1]([c:2]1[cH:3][cH:4][cH:5][cH:6][cH:7]1)[O:8][c:9]1[cH:10][c:11]([C:12]([CH2:13][N:38]([CH2:37][CH2:36][O:35][c:34]2[cH:33][cH:32][c:31]([CH2:30][C:27]([NH2:28])=[O:29])[cH:47][cH:46]2)[CH2:39][c:40]2[cH:41][cH:42][cH:43][cH:44][cH:45]2)=[O:15])[cH:16][cH:17][c:18]1[O:19][CH2:20][c:21]1[cH:22][cH:23][cH:24][cH:25][cH:26]1. Reactants: C=O, CCN(N)C(=O)Nc1nnc(C)s1, CO, [K+], [OH-]. Product: CCN1NCN(c2nnc(C)s2)C1=O. RXN SMILES: [CH2:14]=[O:15].[CH2:1]([CH3:2])[N:3]([NH2:4])[C:5](=[O:6])[NH:7][c:8]1[s:9][c:10]([CH3:13])[n:11][n:12]1.[CH3:18][OH:19].[K+:17].[OH-:16]>>[CH2:1]([CH3:2])[N:3]1[NH:4][CH2:14][N:7]([c:8]2[s:9][c:10]([CH3:13])[n:11][n:12]2)[C:5]1=[O:6].